This data is from the Open Reaction Database (ORD), a public repository of structured organic reaction records. The task is: describe an organic reaction: reactants, conditions, products, and yield Reactants: C(CCCCCCCCCCCCCCC)OCC(CO)COC (3-Hexadecyloxy-2-methoxymethylpropanol), C(CCCCCCCCCCCCCCC)SCC(CN)OC (3-hexadecylthio-2-methoxypropylamine), C1(C=2C(C(N1)=O)=CC=CC2)=O (phthalimide). The product is C(CCCCCCCCCCCCCCC)OCC(CN)COC (3-hexadecyloxy-2-methoxymethylpropylamine). RXN SMILES: [CH2:1]([O:17][CH2:18][CH:19]([CH2:22][O:23][CH3:24])[CH2:20]O)[CH2:2][CH2:3][CH2:4][CH2:5][CH2:6][CH2:7][CH2:8][CH2:9][CH2:10][CH2:11][CH2:12][CH2:13][CH2:14][CH2:15][CH3:16].C(SCC(OC)C[NH2:45])CCCCCCCCCCCCCCC.C1(=O)NC(=O)C2=CC=CC=C12>>[CH2:1]([O:17][CH2:18][CH:19]([CH2:22][O:23][CH3:24])[CH2:20][NH2:45])[CH2:2][CH2:3][CH2:4][CH2:5][CH2:6][CH2:7][CH2:8][CH2:9][CH2:10][CH2:11][CH2:12][CH2:13][CH2:14][CH2:15][CH3:16]. Reported procedure: 3-Hexadecyloxy-2-methoxymethylpropanol Vk1 is allowed to react and worked up by the same procedure as described in (3). The phthalimide compound: m.p. 49°-51° C. The summary of the experimental condition and the physical data of the product are listed in Tables 5 and 6. Starting materials: Cl[Sn]Cl (SnCl2), solution, [OH-].[Na+] (NaOH), ice, N1(C=CC=C1)C(=C)C1=CC=CC=C1 (1-(N-pyrrolyl)-1-phenyl ethylene), C(C)(=O)C1=CC=CC=C1 (acetophenone), N1CCCC1 (pyrrolidine), C(C)(C)N(C(C)C)CC (N, N-diisopropylethylamine), ClC1=NC=NC(=C1[N+](=O)[O-])Cl (4,6-dichloro-5-nitro pyrimidine), N#N (N2), N1CCCCC1 (Piperidine). Reagents/catalysts: Cl[Ti](Cl)(Cl)Cl (TiCl4). The solvent is CN(C)C=O (DMF), CCOCC (ether), C1(=CC=CC=C1)C (toluene), CCN(CC)CC (Et3N). Reaction conditions: time 2.5 hour. Yields the product Cl.C1(=CC=CC=C1)C1CC(CCN1)C1=NC=C2C(N1)=CC=N2 (6-Phenyl-4-piperidylpyrrolo[3,2-d]pyrimidine Hydrochloride). Isolated yield 26.5%. RXN SMILES: [N:1]1([C:6]([C:8]2[CH:13]=[CH:12][CH:11]=[CH:10][CH:9]=2)=[CH2:7])[CH:5]=[CH:4][CH:3]=[CH:2]1.C(C1C=CC=CC=1)(=O)C.[NH:23]1CCC[CH2:24]1.C(N(CC)C(C)C)(C)C.[Cl:37][C:38]1[C:43]([N+:44]([O-])=O)=[C:42](Cl)[N:41]=[CH:40]N=1.N#N.N1CCCCC1.Cl[Sn]Cl.[OH-].[Na+]>CCOCC.C1(C)C=CC=CC=1.CN(C=O)C.Cl[Ti](Cl)(Cl)Cl.CCN(CC)CC>[ClH:37].[C:8]1([CH:6]2[NH:1][CH2:5][CH2:4][CH:3]([C:2]3[NH:44][C:43]4=[CH:38][CH:40]=[N:41][C:42]4=[CH:24][N:23]=3)[CH2:7]2)[CH:9]=[CH:10][CH:11]=[CH:12][CH:13]=1 |f:8.9,15.16|. Procedure: To a mixture of 1-(N-pyrrolyl)-1-phenyl ethylene (1.54 g, 8.90 mmol) [freshly prepared through TiCl4 mediated condensation between acetophenone (Aldrich Chemical Company) and pyrrolidine (Aldrich Chemical Company) (1.70 g, 8.76 mmol) in ether by the method described by Boger, D. L.; Duff, S. R.; Panek, J. S.; Yasuda, M. J. Org. Chem. 1985, 50, 5782-5789)] and N, N-diisopropylethylamine (1.60 mL, 9.10 mmol) in toluene (15 mL) at room temperature was added 4,6-dichloro-5-nitro pyrimidine (Aldrich ...